This data is from the Open Reaction Database (ORD), a public repository of structured organic reaction records. The task is: describe an organic reaction: reactants, conditions, products, and yield Reactants: CC(=O)O[BH-](OC(C)=O)OC(C)=O, CC(c1ccccc1)N1CCOC(c2ccc(NC3CCCCC3)cc2)C1, [Na+]. Product: CC(c1ccccc1)N1CCOC(c2ccc(N(C)C3CCCCC3)cc2)C1. RXN SMILES: [C:28]([O:29][BH-:30]([O:31][C:32](=[O:33])[CH3:34])[O:35][C:36](=[O:37])[CH3:38])(=[O:39])[CH3:40].[CH:1]1([NH:7][c:8]2[cH:9][cH:10][c:11]([CH:14]3[O:15][CH2:16][CH2:17][N:18]([CH:20]([CH3:21])[c:22]4[cH:23][cH:24][cH:25][cH:26][cH:27]4)[CH2:19]3)[cH:12][cH:13]2)[CH2:2][CH2:3][CH2:4][CH2:5][CH2:6]1.[Na+:41]>>[CH:1]1([N:7]([c:8]2[cH:9][cH:10][c:11]([CH:14]3[O:15][CH2:16][CH2:17][N:18]([CH:20]([CH3:21])[c:22]4[cH:23][cH:24][cH:25][cH:26][cH:27]4)[CH2:19]3)[cH:12][cH:13]2)[CH3:28])[CH2:2][CH2:3][CH2:4][CH2:5][CH2:6]1. Starting materials: SCC=1N=C(OC1C(=O)OCC)C (ethyl 4-(mercaptomethyl)-2-methyl-1,3-oxazole-5-carboxylate). The solvent is O1CCCC1 (tetrahydrofuran). Run at time 4 hour. Product: SCC=1N=C(OC1C=O)C (4-(mercaptomethyl)-2-methyl-1,3-oxazole-5-carbaldehyde). Reaction SMILES: [SH:1][CH2:2][C:3]1[N:4]=[C:5]([CH3:13])[O:6][C:7]=1[C:8](OCC)=[O:9]>O1CCCC1>[SH:1][CH2:2][C:3]1[N:4]=[C:5]([CH3:13])[O:6][C:7]=1[CH:8]=[O:9]. Procedure details: 10 mmol of ethyl 4-(mercaptomethyl)-2-methyl-1,3-oxazole-5-carboxylate was dissolved in 100 ml of dried tetrahydrofuran, then 42 ml of the 0.5M SDBBA solution was gradually added with keeping the temperature at −30 to −20° C. After the adding, reaction was carried out for 4 hours at −20° C. Then 20 ml of wafer was added into the reaction system to stop the reaction and then an organic layer was separated. To the remaining water phase, sodium hydrogen carbonate was added until the pH of the water... The reactants are Br, COc1ccc2c(c1)CCC(c1ccccc1)C2c1ccc(OCCN2CCCC2)cc1, CC(=O)O. Product: Oc1ccc2c(c1)CCC(c1ccccc1)C2c1ccc(OCCN2CCCC2)cc1. As a reaction SMILES: [BrH:33].[CH3:1][O:2][c:3]1[cH:4][c:5]2[c:10]([cH:11][cH:12]1)[CH:9]([c:13]1[cH:14][cH:15][c:16]([O:17][CH2:18][CH2:19][N:20]3[CH2:21][CH2:22][CH2:23][CH2:24]3)[cH:25][cH:26]1)[CH:8]([c:27]1[cH:28][cH:29][cH:30][cH:31][cH:32]1)[CH2:7][CH2:6]2.[CH3:34][C:35](=[O:36])[OH:37]>>[OH:2][c:3]1[cH:4][c:5]2[c:10]([cH:11][cH:12]1)[CH:9]([c:13]1[cH:14][cH:15][c:16]([O:17][CH2:18][CH2:19][N:20]3[CH2:21][CH2:22][CH2:23][CH2:24]3)[cH:25][cH:26]1)[CH:8]([c:27]1[cH:28][cH:29][cH:30][cH:31][cH:32]1)[CH2:7][CH2:6]2. Reactants: material, C=1(O)C(O)=CC=CC1 (catechol), ClCC(=C)C (3-chloro-2-methylpropene), [OH-].[Na+] (NaOH), COS(=O)(=O)OC (dimethylsulfate). The solvent is O (water). The product is CC1(OC2=C(C1)C=CC=C2O)C (2,3-dihydro-2,2-dimethyl-7-benzofuranol), CC1(OC2=C(C1)C=CC=C2OC)C (2,3-dihydro-2,2-dimethyl-7-methoxybenzofuran). As a reaction SMILES: [C:1]1([C:3](=[CH:5][CH:6]=[CH:7][CH:8]=1)[OH:4])[OH:2].Cl[CH2:10][C:11]([CH3:13])=[CH2:12].[OH-].[Na+].COS([O:21][CH3:22])(=O)=O>O>[CH3:10][C:11]1([CH3:13])[CH2:12][C:8]2[CH:7]=[CH:6][CH:5]=[C:3]([OH:4])[C:1]=2[O:2]1.[CH3:12][C:11]1([CH3:13])[CH2:10][C:8]2[CH:7]=[CH:6][CH:5]=[C:3]([O:21][CH3:22])[C:1]=2[O:2]1 |f:2.3|. Reported procedure: The starting material 2,3-dihydro-2,2-dimethyl-7-benzofuranol is prepared from catechol and 3-chloro-2-methylpropene as described by Neth. No. 6,500,340. The material (16.4 g) is added to 125 ml of water and contacted with 8 ml of 50% NaOH. After stirring one-half hour, 16.4 g of dimethylsulfate is added and the resulting suspension is stirred and heated at 60° for 2 hours. The resulting mixture is extracted with methylene chloride. The organic phase is dried over sodium sulfate and the solvent ... Product: CC(CCN1C=C(C2=CC=C(C=C12)[N+](=O)[O-])C1=CC=C(C#N)C=C1)C (4-[1-(3-Methyl-butyl)-6-nitro-1H-indol-3-yl]-benzonitrile). Reaction conditions: time 8 hour. As a reaction SMILES: C([O-])([O-])=O.[Cs+].[Cs+].[N+:7]([C:10]1[CH:18]=[C:17]2[C:13]([C:14]([C:19]3[CH:26]=[CH:25][C:22]([C:23]#[N:24])=[CH:21][CH:20]=3)=[CH:15][NH:16]2)=[CH:12][CH:11]=1)([O-:9])=[O:8].[CH2:27](Br)[CH2:28][CH:29]([CH3:31])[CH3:30]>CN(C=O)C>[CH3:30][CH:29]([CH3:31])[CH2:28][CH2:27][N:16]1[C:17]2[C:13](=[CH:12][CH:11]=[C:10]([N+:7]([O-:9])=[O:8])[CH:18]=2)[C:14]([C:19]2[CH:20]=[CH:21][C:22]([C:23]#[N:24])=[CH:25][CH:26]=2)=[CH:15]1 |f:0.1.2|. Yield: 95.0%. Starting materials: C(=O)([O-])[O-].[Cs+].[Cs+] (Cs2CO3), [N+](=O)([O-])C1=CC=C2C(=CNC2=C1)C1=CC=C(C#N)C=C1 (4-(6-Nitro-1H-indol-3-yl)-benzonitrile), C(CC(C)C)Br (isopentyl bromide). Reported procedure: Method L Add Cs2CO3 (1.0 g, 1.88 mmol) to a solution of 4-(6-Nitro-1H-indol-3-yl)-benzonitrile, 9, (100 mg, 0.37 mmol) and isopentyl bromide (0.1 mL, 0.75 mmol) in DMF (10 mL). Stir overnight at ambient temperature. Remove the DMF solvent to provide a solid and partition the solid between EtOAc and H2O, Sequentially wash the organic layer with H2O and brine then dry the organic layer over MgSO4. Filter and remove the solvent leaving a solid. Purify by silica gel column chromatography (0-100% EtO... The solvent is CN(C)C=O (DMF).